From a dataset of the Open Reaction Database (ORD), a public repository of structured organic reaction records. describe an organic reaction: reactants, conditions, products, and yield Starting materials: CCOC(=O)CBr, CC(=O)[O-], CCO, CCS(=O)(=O)c1ccc(Oc2cc(Cl)ccc2N)c(Cl)c1, [Na+]. The product is CCOC(=O)CNc1ccc(Cl)cc1Oc1ccc(S(=O)(=O)CC)cc1Cl. Reaction SMILES: [Br:22][CH2:23][C:24](=[O:25])[O:26][CH2:27][CH3:28].[CH3:30][C:31](=[O:32])[O-:33].[CH3:34][CH2:35][OH:36].[Cl:1][c:2]1[cH:3][c:4]([O:9][c:10]2[c:11]([Cl:21])[cH:12][c:13]([S:16](=[O:17])(=[O:18])[CH2:19][CH3:20])[cH:14][cH:15]2)[c:5]([NH2:6])[cH:7][cH:8]1.[Na+:29]>>[Cl:1][c:2]1[cH:3][c:4]([O:9][c:10]2[c:11]([Cl:21])[cH:12][c:13]([S:16](=[O:17])(=[O:18])[CH2:19][CH3:20])[cH:14][cH:15]2)[c:5]([NH:6][CH2:23][C:24](=[O:25])[O:26][CH2:27][CH3:28])[cH:7][cH:8]1. The reactants are C([O-])(O)=O.[Na+] (sodium bicarbonate), O1CCCC1 (tetrahydrofuran), C(#N)C1=CC=C2C=C(N(C2=C1)CC)C(=O)OCC (ethyl 6-cyano-1-ethylindole-2-carboxylate), [BH4-].[Na+] (NaBH4), [I-].[I-].[Ca+2].O (CaI2.H2O). Solvent: C(C)(=O)O (acetic acid). Conditions: temperature 0 celsius. Product: C(C)N1C(=CC2=CC=C(C=C12)C#N)CO (1-ethyl-2-(hydroxymethyl)indole-6-carbonitrile). Isolated yield 83.8%. Reaction SMILES: C(=O)(O)[O-].[Na+].O1CCCC1.[I-].[I-].[Ca+2].O.[BH4-].[Na+].[C:17]([C:19]1[CH:27]=[C:26]2[C:22]([CH:23]=[C:24]([C:30](OCC)=[O:31])[N:25]2[CH2:28][CH3:29])=[CH:21][CH:20]=1)#[N:18]>C(O)(=O)C>[CH2:28]([N:25]1[C:26]2[C:22](=[CH:21][CH:20]=[C:19]([C:17]#[N:18])[CH:27]=2)[CH:23]=[C:24]1[CH2:30][OH:31])[CH3:29] |f:0.1,3.4.5.6,7.8|. Procedure: In a 1 l flask, 26.27 g of ethyl 6-cyano-1-ethylindole-2-carboxylate and 0.91 g of sodium bicarbonate were dissolved with 300 ml of tetrahydrofuran and then cooled to 0° C. To this mixture was added CaI2.H2O and then slowly added NaBH4. The reaction mixture was stirred while slowly warming from 0° C. to room temperature with stirring. After examined by TLC, ice and a catalytic amount of acetic acid were added thereto at 0° C. and the mixture was stirred. The reaction solution was evaporated to r... Starting materials: C(=O)[O-].[NH4+] (ammonium formate), C(C)OC(=O)CN(CC(=O)OCC)CC1=NC2=C3N=C(C=CC3=CC(=C2C=C1)[N+](=O)[O-])CN(CC(=O)OCC)CC(=O)OCC (2,9-Bis[N,N-di(ethoxycarbonylmethyl)aminomethyl]-5-nitro-1,10-phenanthroline). The reagents and catalysts are [Pd] (Palladium on carbon). Solvent: O (H2O), O1CCCC1 (tetrahydrofuran), C(C)O (ethanol). Run at time 30 minute. Product: NC1=C2C=CC(=NC2=C2N=C(C=CC2=C1)CN(CC(=O)OCC)CC(=O)OCC)CN(CC(=O)OCC)CC(=O)OCC (5-Amino-2,9-bis[N,N-di(ethoxycarbonylmethyl)aminomethyl]-1,10-phenanthroline). Reaction SMILES: [CH2:1]([O:3][C:4]([CH2:6][N:7]([CH2:14][C:15]1[CH:28]=[CH:27][C:26]2[C:17](=[C:18]3[C:23](=[CH:24][C:25]=2[N+:29]([O-])=O)[CH:22]=[CH:21][C:20]([CH2:32][N:33]([CH2:40][C:41]([O:43][CH2:44][CH3:45])=[O:42])[CH2:34][C:35]([O:37][CH2:38][CH3:39])=[O:36])=[N:19]3)[N:16]=1)[CH2:8][C:9]([O:11][CH2:12][CH3:13])=[O:10])=[O:5])[CH3:2].C([O-])=O.[NH4+]>O1CCCC1.C(O)C.O.[Pd]>[NH2:29][C:25]1[CH:24]=[C:23]2[C:18]([N:19]=[C:20]([CH2:32][N:33]([CH2:40][C:41]([O:43][CH2:44][CH3:45])=[O:42])[CH2:34][C:35]([O:37][CH2:38][CH3:39])=[O:36])[CH:21]=[CH:22]2)=[C:17]2[C:26]=1[CH:27]=[CH:28][C:15]([CH2:14][N:7]([CH2:8][C:9]([O:11][CH2:12][CH3:13])=[O:10])[CH2:6][C:4]([O:3][CH2:1][CH3:2])=[O:5])=[N:16]2 |f:1.2|. Procedure: 2,9-Bis[N,N-di(ethoxycarbonylmethyl)aminomethyl]-5-nitro-1,10-phenanthroline (3.37 g, 5.4 mmol) was dissolved in a solution of 100 mL tetrahydrofuran and 200 mL absolute ethanol. A solution of 6.8 g (108 mmol) of ammonium formate in 22 mL of distilled H2O was added, followed by 5.72 g of Palladium on carbon (10%) (50% wet with water for safety). The reaction was stoppered with a gas bubbler, stirred at room temperature for 30 minutes, and then filtered through a diatomaceous earth filter pad. Th... Reactants: NC1=CC=C(OC=2C=C(C(=O)NC3=CC=C(C=C3)C(F)(F)F)C=CC2)C=C1 (3-(4-aminophenoxy)-N-[4-(trifluoromethyl)phenyl]benzamide), [S-]C#N.[K+] (potassium thiocyanate), BrBr (bromine). Solvent: C(C)(=O)O (acetic acid). Run at time 30 minute. The product is NC=1SC2=C(N1)C=CC(=C2)OC=2C=C(C(=O)NC1=CC=C(C=C1)C(F)(F)F)C=CC2 (3-[(2-amino-1,3-benzothiazol-6-yl)oxy]-N-[4-(trifluoromethyl)phenyl]benzamide). Yield: 68.2%. As a reaction SMILES: [NH2:1][C:2]1[CH:27]=[CH:26][C:5]([O:6][C:7]2[CH:8]=[C:9]([CH:23]=[CH:24][CH:25]=2)[C:10]([NH:12][C:13]2[CH:18]=[CH:17][C:16]([C:19]([F:22])([F:21])[F:20])=[CH:15][CH:14]=2)=[O:11])=[CH:4][CH:3]=1.[S-:28][C:29]#[N:30].[K+].BrBr>C(O)(=O)C>[NH2:30][C:29]1[S:28][C:27]2[CH:26]=[C:5]([O:6][C:7]3[CH:8]=[C:9]([CH:23]=[CH:24][CH:25]=3)[C:10]([NH:12][C:13]3[CH:18]=[CH:17][C:16]([C:19]([F:20])([F:21])[F:22])=[CH:15][CH:14]=3)=[O:11])[CH:4]=[CH:3][C:2]=2[N:1]=1 |f:1.2|. Procedure details: To a solution (50 mL) of 3-(4-aminophenoxy)-N-[4-(trifluoromethyl)phenyl]benzamide (3.72 g, 10.0 mmol) in acetic acid was added potassium thiocyanate (3.89 g, 40.0 mmol), and the mixture was stirred at room temperature for 30 min. To the obtained transparent solution was added dropwise bromine (2.40 g, 15.0 mmol) under ice-cooling, and the reaction mixture was stirred at room temperature for 18 hr. The precipitated yellow powder was filtered off through celite, and the filtrate was concentrated ...